This data is from the Open Reaction Database (ORD), a public repository of structured organic reaction records. The task is: describe an organic reaction: reactants, conditions, products, and yield Reactants: CCBr, CO, CC(=O)CC(N)=O, [K+], [OH-], O. The product is CCC(C(C)=O)C(N)=O. As a reaction SMILES: [CH2:11]([CH3:12])[Br:13].[CH3:14][OH:15].[CH3:1][C:2](=[O:3])[CH2:4][C:5]([NH2:6])=[O:7].[K+:10].[OH-:9].[OH2:8]>>[CH3:1][C:2](=[O:3])[CH:4]([C:5]([NH2:6])=[O:7])[CH2:11][CH3:12]. Procedure details: In a mixture of pyridine (10 ml) and acetic anhydride (10 ml) was dissolved 4-[3-(4-acetyl-3-hydroxy-2-propylphenoxy)propoxy]-3-bromobenzoic acid (2 g). The solution was heated at 100° to 120° C. for 14 hours, which was then concentrated. The residue was dissolved in chloroform. The solution was washed with dilute hydrochloride acid, which was then dried on sodium sulfate. From the resultant was removed the solvent by evaporation, and the residue was chromatographed on a column of silica gel. El... Starting materials: C(C)(=O)OC(C)=O (acetic anhydride), C(C)(=O)C1=C(C(=C(OCCCOC2=C(C=C(C(=O)O)C=C2)Br)C=C1)CCC)O (4-[3-(4-acetyl-3-hydroxy-2-propylphenoxy)propoxy]-3-bromobenzoic acid). The solvent is N1=CC=CC=C1 (pyridine). RXN SMILES: [C:1]([C:4]1[CH:24]=[CH:23][C:7]([O:8][CH2:9][CH2:10][CH2:11][O:12][C:13]2[CH:21]=[CH:20][C:16]([C:17]([OH:19])=[O:18])=[CH:15][C:14]=2[Br:22])=[C:6]([CH2:25][CH2:26][CH3:27])[C:5]=1[OH:28])(=[O:3])[CH3:2].[C:29](OC(=O)C)(=[O:31])[CH3:30]>N1C=CC=CC=1>[C:29]([O:28][C:5]1[C:6]([CH2:25][CH2:26][CH3:27])=[C:7]([CH:23]=[CH:24][C:4]=1[C:1](=[O:3])[CH3:2])[O:8][CH2:9][CH2:10][CH2:11][O:12][C:13]1[CH:21]=[CH:20][C:16]([C:17]([OH:19])=[O:18])=[CH:15][C:14]=1[Br:22])(=[O:31])[CH3:30]. Product: C(C)(=O)OC=1C(=C(OCCCOC2=C(C=C(C(=O)O)C=C2)Br)C=CC1C(C)=O)CCC (4-[3-(3-acetoxy-4-acetyl-2-propylphenoxy)propoxy]-3-bromobenzoic acid). Procedure: 24.8 g of N-(2-pentyl-5-pyridyl)-isobutyramide (boiling point 167°-171°/0.27 bar; obtainable by reacting 2-chloro-5-nitropyridine with Na-2-butylmalonic acid diethyl ester to give 2-(5-nitro-2-pyridyl)-2-butylmalonic acid diethyl ester, hydrolysis and decarboxylation to give 2-pentyl-5-nitropyridine, hydrogenation on 10% strength Pd-C in methanol at 40°-50° under 1 bar to give 2-pentyl-5-aminopyridine and acylation with isobutyric anhydride) are dissolved in a mixture of 110 ml of acetic acid an... Reaction SMILES: [CH2:1]([C:6]1[CH:11]=[CH:10][C:9]([NH:12][C:13](=[O:17])[CH:14]([CH3:16])[CH3:15])=[CH:8][N:7]=1)[CH2:2][CH2:3][CH2:4][CH3:5].C([O-])(=O)C.[K+].[N:23](Cl)=[O:24]>C(O)(=O)C.C(OC(=O)C)(=O)C>[N:23]([N:12]([C:9]1[CH:10]=[CH:11][C:6]([CH2:1][CH2:2][CH2:3][CH2:4][CH3:5])=[N:7][CH:8]=1)[C:13](=[O:17])[CH:14]([CH3:16])[CH3:15])=[O:24] |f:1.2|. Reactants: C(CCCC)C1=NC=C(C=C1)NC(C(C)C)=O (N-(2-pentyl-5-pyridyl)-isobutyramide), C(C)(=O)[O-].[K+] (potassium acetate), N(=O)Cl (nitrosyl chloride). The product is N(=O)N(C(C(C)C)=O)C=1C=CC(=NC1)CCCCC (N-nitroso-N-(2-pentyl-5-pyridyl)-isobutyramide). Run in C(C)(=O)O (acetic acid), C(C)(=O)OC(C)=O (acetic anhydride), C(C)(=O)OC(C)=O (acetic anhydride). Reactants: OC1CC(C1)(N1N=CC(=C1)C=1C2=C(N=CN1)N(C=C2)COCC[Si](C)(C)C)CC#N (3-Hydroxy-1-[4-(7-[2-(trimethylsilyl)ethoxy]methyl-7H-pyrrolo[2,3-d]pyrimidin-4-yl)-1H-pyrazol-1-yl]cyclobutylacetonitrile), FC(C(=O)O)(F)F (trifluoroacetic acid), resultant residue, C(CN)N (ethylenediamine). Solvent: CO (MeOH). Yields the product OC1CC(C1)(N1N=CC(=C1)C=1C2=C(N=CN1)NC=C2)CC#N (3-hydroxy-1-[4-(7H-pyrrolo[2,3-d]pyrimidin-4-yl)-1H-pyrazol-1-yl]cyclobutylacetonitrile). Reaction SMILES: [OH:1][CH:2]1[CH2:5][C:4]([CH2:28][C:29]#[N:30])([N:6]2[CH:10]=[C:9]([C:11]3[C:12]4[CH:19]=[CH:18][N:17](COCC[Si](C)(C)C)[C:13]=4[N:14]=[CH:15][N:16]=3)[CH:8]=[N:7]2)[CH2:3]1.FC(F)(F)C(O)=O.C(N)CN>CO>[OH:1][CH:2]1[CH2:5][C:4]([CH2:28][C:29]#[N:30])([N:6]2[CH:10]=[C:9]([C:11]3[C:12]4[CH:19]=[CH:18][NH:17][C:13]=4[N:14]=[CH:15][N:16]=3)[CH:8]=[N:7]2)[CH2:3]1. Reported procedure: 3-Hydroxy-1-[4-(7-[2-(trimethylsilyl)ethoxy]methyl-7H-pyrrolo[2,3-d]pyrimidin-4-yl)-1H-pyrazol-1-yl]cyclobutylacetonitrile (0.020 g, 0.000046 mol) was treated with trifluoroacetic acid (0.5 mL, 0.006 mol) at rt for 30 min and evaporated to dry. The resultant residue was mixed with ethylenediamine (0.2 mL, 0.003 mol) in MeOH (1 mL) for 2 h. The reaction was concentrated and purified on prep. LCMS (pH=10) to give 2 isomers of the desired products. First peak retention time 0.714 min, LCMS calculat... Starting materials: C1CCOC1, CNC, CC(NCc1ccc(Cl)c(NC(=O)c2ccc(Cl)nc2)c1)c1ccccc1. Product: CC(NCc1ccc(Cl)c(NC(=O)c2ccc(N(C)C)nc2)c1)c1ccccc1. Reaction SMILES: [CH2:31]1[O:32][CH2:33][CH2:34][CH2:35]1.[CH3:28][NH:29][CH3:30].[Cl:1][c:2]1[n:3][cH:4][c:5]([C:6](=[O:7])[NH:8][c:9]2[c:10]([Cl:25])[cH:11][cH:12][c:13]([CH2:15][NH:16][CH:17]([CH3:18])[c:19]3[cH:20][cH:21][cH:22][cH:23][cH:24]3)[cH:14]2)[cH:26][cH:27]1>>[c:2]1([N:29]([CH3:28])[CH3:30])[n:3][cH:4][c:5]([C:6](=[O:7])[NH:8][c:9]2[c:10]([Cl:25])[cH:11][cH:12][c:13]([CH2:15][NH:16][CH:17]([CH3:18])[c:19]3[cH:20][cH:21][cH:22][cH:23][cH:24]3)[cH:14]2)[cH:26][cH:27]1. Reactants: [F-].C(CCC)[N+](CCCC)(CCCC)CCCC (Tetrabutylammonium fluoride), [Si](C)(C)(C(C)(C)C)O[C@]12C[C@H]([C@@H](C=C1)OCC1=CC=C(C=C1)[N+](=O)[O-])OC2=O ((1R,3R,4R)-1-(tert-butyldimethylsilyloxy)-4-(4′-nitrobenzyloxy)cyclohex-5-ene-1,3-carbolactone), Cl (HCl). The solvent is C1CCOC1 (THF). Run at time 30 minute. The product is O[C@]12C[C@H]([C@@H](C=C1)OCC1=CC=C(C=C1)[N+](=O)[O-])OC2=O ((1R,3R,4R)-1-hydroxy-4-(4′-nitrobenzyloxy)cyclohex-5-ene-1,3-carbolactone). The yield is 43.3%. Reaction SMILES: [F-].C([N+](CCCC)(CCCC)CCCC)CCC.[Si]([O:26][C@@:27]12[C:45](=[O:46])[O:44][C@@H:29]([C@H:30]([O:33][CH2:34][C:35]3[CH:40]=[CH:39][C:38]([N+:41]([O-:43])=[O:42])=[CH:37][CH:36]=3)[CH:31]=[CH:32]1)[CH2:28]2)(C(C)(C)C)(C)C.Cl>C1COCC1>[OH:26][C@@:27]12[C:45](=[O:46])[O:44][C@@H:29]([C@H:30]([O:33][CH2:34][C:35]3[CH:36]=[CH:37][C:38]([N+:41]([O-:43])=[O:42])=[CH:39][CH:40]=3)[CH:31]=[CH:32]1)[CH2:28]2 |f:0.1|. Procedure: Tetrabutylammonium fluoride (0.25 mL, 0.25 mmol, 1.0 M commercial solution in THF) was added to a solution of silyl ether VII (95 mg, 0.23 mmol) in 2 mL of dry THF under an argon atmosphere and at 0° C. After stirring for 30 minutes at said temperature, it was acidulated with 10% HCl and the organic phase was extracted with dichloromethane (3×15 mL). The pooled organic phase was dried (Na2SO4 anh.), filtered and concentrated under reduced pressure. The obtained residue was purified by means of f... Starting materials: Cl.NN=CC1=CC(=C(C(=O)NC=2C=CC3=C(CCC(O3)CC(=O)OCC)C2)C=C1)F (ethyl rac-(6-(N-(4-(aminoiminomethyl)-2-fluorobenzoyl)amino)-3,4-dihydro-2H-1-benzopyran-2-yl)acetate hydrochloride), C(C)(=O)O (acetic acid). Run in C(C)O (ethanol), [OH-].[Na+] (sodium hydroxide). The product is NN=CC1=CC(=C(C(=O)NC=2C=CC3=C(CCC(O3)CC(=O)O)C2)C=C1)F (rac-(6-(N-(4-(Aminoiminomethyl)-2-fluorobenzoyl)amino)-3,4-dihydro-2H-1-benzopyran-2-yl)acetic Acid). As a reaction SMILES: Cl.[NH2:2][N:3]=[CH:4][C:5]1[CH:29]=[CH:28][C:8]([C:9]([NH:11][C:12]2[CH:13]=[CH:14][C:15]3[O:20][CH:19]([CH2:21][C:22]([O:24]CC)=[O:23])[CH2:18][CH2:17][C:16]=3[CH:27]=2)=[O:10])=[C:7]([F:30])[CH:6]=1.C(O)(=O)C>C(O)C.[OH-].[Na+]>[NH2:2][N:3]=[CH:4][C:5]1[CH:29]=[CH:28][C:8]([C:9]([NH:11][C:12]2[CH:13]=[CH:14][C:15]3[O:20][CH:19]([CH2:21][C:22]([OH:24])=[O:23])[CH2:18][CH2:17][C:16]=3[CH:27]=2)=[O:10])=[C:7]([F:30])[CH:6]=1 |f:0.1,4.5|. Procedure: 1.2 g (2.75 mmol) of the ester from Example 69 were stirred overnight at room temperature in a mixture of 20 ml ethanol and 5 ml 2 N aqueous sodium hydroxide solution. It was brought to pH 4 with 2 N acetic acid, and the precipitate of the title compound was filtered with suction, washed successively with water and with acetone, and dried in vacuo at 50° C. Yield: 0.84 g (82%) of a pale yellow powder, m.p. 250° C. Reactants: ClC1=NC=C(C(=O)NC2=CC=C(C=C2)OC(F)(F)Cl)C=C1C1=CC=NN1C1OCCCC1 (6-chloro-N-(4-(chlorodifluoromethoxy)phenyl)-5-(1-(tetrahydro-2H-pyran-2-yl)-1H-pyrazol-5-yl)nicotinamide), FC1(CNCC1)CN ((3-fluoropyrrolidin-3-yl)methanamine). Yields the product NCC1(CN(CC1)C1=NC=C(C(=O)NC2=CC=C(C=C2)OC(F)(F)Cl)C=C1C1=CC=NN1)F (6-(3-(Aminomethyl)-3-fluoropyrrolidin-1-yl)-N-(4-(chlorodifluoromethoxy)phenyl)-5-(1H-pyrazol-5-yl)nicotinamide). RXN SMILES: Cl[C:2]1[C:21]([C:22]2[N:26](C3CCCCO3)[N:25]=[CH:24][CH:23]=2)=[CH:20][C:5]([C:6]([NH:8][C:9]2[CH:14]=[CH:13][C:12]([O:15][C:16]([Cl:19])([F:18])[F:17])=[CH:11][CH:10]=2)=[O:7])=[CH:4][N:3]=1.[F:33][C:34]1([CH2:39][NH2:40])[CH2:38][CH2:37][NH:36][CH2:35]1>>[NH2:40][CH2:39][C:34]1([F:33])[CH2:38][CH2:37][N:36]([C:2]2[C:21]([C:22]3[NH:26][N:25]=[CH:24][CH:23]=3)=[CH:20][C:5]([C:6]([NH:8][C:9]3[CH:14]=[CH:13][C:12]([O:15][C:16]([Cl:19])([F:18])[F:17])=[CH:11][CH:10]=3)=[O:7])=[CH:4][N:3]=2)[CH2:35]1. Procedure: The title compound was prepared in an analogous fashion to that described in Example 33 using 6-chloro-N-(4-(chlorodifluoromethoxy)phenyl)-5-(1-(tetrahydro-2H-pyran-2-yl)-1H-pyrazol-5-yl)nicotinamide (Stage 48.2) and (3-fluoropyrrolidin-3-yl)methanamine to afford an off-white powder. HPLC (Condition 4) tR=4.3 min, UPLC-MS (Condition 3) tR=0.80 min, m/z=481 [M+H]+; 1H-NMR (400 MHz, DMSO-d6) δ ppm 1.92-2.10 (m, 2H) 3.03 (d, J=19.94 Hz, 2H) 3.11-3.67 (m, 6H) 6.41 (br. s, 1H) 7.31 (d, J=8.60 Hz, 2H)...